This data is from the Open Reaction Database (ORD), a public repository of structured organic reaction records. The task is: describe an organic reaction: reactants, conditions, products, and yield The reactants are COC(=O)C1CC(OC)CN1C(c1ccccc1)(c1ccccc1)c1ccccc1, ClCCl, O=C(O)C(F)(F)F, O. Product: COC(=O)C1CC(OC)CN1. RXN SMILES: [CH3:1][O:2][C:3](=[O:4])[CH:5]1[N:6]([C:12]([c:13]2[cH:14][cH:15][cH:16][cH:17][cH:18]2)([c:19]2[cH:20][cH:21][cH:22][cH:23][cH:24]2)[c:25]2[cH:26][cH:27][cH:28][cH:29][cH:30]2)[CH2:7][CH:8]([O:10][CH3:11])[CH2:9]1.[Cl:31][CH2:32][Cl:33].[F:34][C:35]([F:36])([F:37])[C:38]([OH:39])=[O:40].[OH2:41]>>[CH3:1][O:2][C:3](=[O:4])[CH:5]1[NH:6][CH2:7][CH:8]([O:10][CH3:11])[CH2:9]1.